Dataset: the Open Reaction Database (ORD), a public repository of structured organic reaction records. Task: describe an organic reaction: reactants, conditions, products, and yield The reactants are Cc1ccccc1, Cl[Al](Cl)Cl, COc1ccc2[nH]c(-c3n[nH]cc3NC(=O)c3c(F)cccc3F)nc2c1, [Na+], O=C([O-])O, O=C(O)CC(O)(CC(=O)O)C(=O)O. Yields the product O=C(Nc1c[nH]nc1-c1nc2cc(O)ccc2[nH]1)c1c(F)cccc1F. Reaction SMILES: [CH3:50][c:51]1[cH:52][cH:53][cH:54][cH:55][cH:56]1.[Cl:28][Al:29]([Cl:30])[Cl:31].[F:1][c:2]1[c:3]([C:4](=[O:5])[NH:6][c:7]2[c:8](-[c:12]3[n:13][c:14]4[c:15]([nH:16]3)[cH:17][cH:18][c:19]([O:21][CH3:22])[cH:20]4)[n:9][nH:10][cH:11]2)[c:23]([F:27])[cH:24][cH:25][cH:26]1.[Na+:36].[O-:32][C:33]([OH:34])=[O:35].[OH:37][C:38]([CH2:39][C:40]([C:41](=[O:42])[OH:43])([CH2:44][C:45](=[O:46])[OH:47])[OH:48])=[O:49]>>[F:1][c:2]1[c:3]([C:4](=[O:5])[NH:6][c:7]2[c:8](-[c:12]3[n:13][c:14]4[c:15]([nH:16]3)[cH:17][cH:18][c:19]([OH:21])[cH:20]4)[n:9][nH:10][cH:11]2)[c:23]([F:27])[cH:24][cH:25][cH:26]1. Reactants: O (water), [OH-].[K+] (KOH), C(=O)(OC(C)(C)C)NC1(CC1)COC1C(CCC1(C)C)(C)C (N-Boc-O-(2,2,5,5-tetramethyl-1-cyclopentyl)-1-amino-1-hydroxymethylcyclopropane). The solvent is FC(C(=O)O)(F)F (trifluoroacetic acid). Reaction conditions: time 8 hour. Product: CC1(C(C(CC1)(C)C)OCC1(CC1)N)C (O-(2,2,5,5-tetramethyl-1-cyclopentyl)-1-amino-1-hydroxymethylcyclopropane). Reaction SMILES: C([NH:8][C:9]1([CH2:12][O:13][CH:14]2[C:18]([CH3:20])([CH3:19])[CH2:17][CH2:16][C:15]2([CH3:22])[CH3:21])[CH2:11][CH2:10]1)(OC(C)(C)C)=O.O.[OH-].[K+]>FC(F)(F)C(O)=O>[CH3:21][C:15]1([CH3:22])[CH2:16][CH2:17][C:18]([CH3:19])([CH3:20])[CH:14]1[O:13][CH2:12][C:9]1([NH2:8])[CH2:10][CH2:11]1 |f:2.3|. Procedure: N-Boc-O-(2,2,5,5-tetramethyl-1-cyclopentyl)-1-amino-1-hydroxymethylcyclopropane is dissolved in trifluoroacetic acid and stirred overnight. The solution is poured into water and neutralized with 20% aqueous KOH. The mixture is extracted with ethyl acetate, dried over MgSO4, filtered and evaporated to give O-(2,2,5,5-tetramethyl-1-cyclopentyl)-1-amino-1-hydroxymethylcyclopropane.